The task is: describe an organic reaction: reactants, conditions, products, and yield. This data is from the Open Reaction Database (ORD), a public repository of structured organic reaction records. Starting materials: ClC1=CC=C(C=N1)S(=O)(=O)Cl (6-chloropyridine-3-sulfonyl chloride), [OH-].[NH4+] (ammonium hydroxide). The solvent is CCOC(=O)C (EtOAc). Yields the product ClC1=CC=C(C=N1)S(=O)(=O)N (6-chloropyridine-3-sulfonamide). Isolated yield 69.0%. RXN SMILES: [Cl:1][C:2]1[N:7]=[CH:6][C:5]([S:8](Cl)(=[O:10])=[O:9])=[CH:4][CH:3]=1.[OH-].[NH4+:13]>CCOC(C)=O>[Cl:1][C:2]1[N:7]=[CH:6][C:5]([S:8]([NH2:13])(=[O:10])=[O:9])=[CH:4][CH:3]=1 |f:1.2|. Procedure details: 6-chloropyridine-3-sulfonyl chloride (4.1 g, 19.3 mmol) was stirred in ammonium hydroxide (30 mL) at room temperature for 2 hr. The reaction mixture was diluted with EtOAc (150 mL) and any insoluble material filtered. The filtrate was transferred to a separatory funnel and the phases were separated. The aqueous phase was further extracted with EtOAc (1×15 mL). The combined EtOAc extractions were washed with H2O (1×50 mL), saturated NaCl (1×50 mL), dried (Na2SO4), and concentrated in vacuo to giv... Starting materials: CC(=O)C (acetone), C(CCCCCCC)(=O)Cl (octanoyl chloride), C(CO)(=O)O (glycolic acid), CC(=O)C (acetone). Run in N1=CC=CC=C1 (pyridine), N1=CC=CC=C1 (pyridine). Conditions: time 1 hour. Yields the product C(CCCCCCC)(=O)OCC(=O)O (Octanoyloxy Acetic Acid). Yield: 66.7%. Reaction SMILES: CC(C)=O.[C:5]([OH:9])(=[O:8])[CH2:6][OH:7].[C:10](Cl)(=[O:18])[CH2:11][CH2:12][CH2:13][CH2:14][CH2:15][CH2:16][CH3:17]>N1C=CC=CC=1>[C:10]([O:7][CH2:6][C:5]([OH:9])=[O:8])(=[O:18])[CH2:11][CH2:12][CH2:13][CH2:14][CH2:15][CH2:16][CH3:17]. Procedure: 15.8 gm (0.20 mole) pyridine and 50 ml. acetone were combined in a 250 ml. round bottomed-three necked flask equipped with magnetic stir bar and two addition funnels, and cooled in an ice water bath with stirring. One addition funnel was charged with 15.5 gm (0.20 mole) glycolic acid dissolved in approximately 75 ml. acetone. The other addition funnel was charged with 32.5 gm (0.20 mole) octanoyl chloride. The contents of each addition funnel were added simultaneously to the cooled, stirred pyri... The reactants are N[C@@H](C(=O)N1C[C@]([C@@](CC1)(O)C1=CC=C(C=C1)Cl)(C)O)C(C)C ((R)-2-amino-1-((3S,4S)-4-(4-chlorophenyl)-3,4-dihydroxy-3-methylpiperidin-1-yl)-3-methylbutan-1-one), FC1(C[C@@H](CC1)C(=O)O)F ((R)-3,3-difluorocyclopentanecarboxylic acid), C=1C=CC2=C(C1)N=NN2O (HOBT), C(CCl)Cl (EDC), CCN(C(C)C)C(C)C (Hunig's base). The solvent is C(Cl)Cl (CH2Cl2), CN(C)C=O (DMF). Run at time 20 hour. Yields the product ClC1=CC=C(C=C1)[C@@]1([C@@](CN(CC1)C([C@@H](C(C)C)NC(=O)[C@H]1CC(CC1)(F)F)=O)(C)O)O ((R)—N—((R)-1-((3S,4S)-4-(4-chlorophenyl)-3,4-dihydroxy-3-methylpiperidin-1-yl)-3-methyl-1-oxobutan-2-yl)-3,3-difluorocyclopentanecarboxamide). The yield is 99.4%. RXN SMILES: [NH2:1][C@H:2]([CH:21]([CH3:23])[CH3:22])[C:3]([N:5]1[CH2:10][CH2:9][C@@:8]([C:12]2[CH:17]=[CH:16][C:15]([Cl:18])=[CH:14][CH:13]=2)([OH:11])[C@:7]([OH:20])([CH3:19])[CH2:6]1)=[O:4].[F:24][C:25]1([F:33])[CH2:29][CH2:28][C@@H:27]([C:30](O)=[O:31])[CH2:26]1.C1C=CC2N(O)N=NC=2C=1.C(Cl)CCl.CCN(C(C)C)C(C)C>C(Cl)Cl.CN(C=O)C>[Cl:18][C:15]1[CH:16]=[CH:17][C:12]([C@@:8]2([OH:11])[CH2:9][CH2:10][N:5]([C:3](=[O:4])[C@H:2]([NH:1][C:30]([C@@H:27]3[CH2:28][CH2:29][C:25]([F:33])([F:24])[CH2:26]3)=[O:31])[CH:21]([CH3:23])[CH3:22])[CH2:6][C@@:7]2([OH:20])[CH3:19])=[CH:13][CH:14]=1. Reported procedure: To a mixture of (R)-2-amino-1-((3S,4S)-4-(4-chlorophenyl)-3,4-dihydroxy-3-methylpiperidin-1-yl)-3-methylbutan-1-one (22.49 g, 66.0 mmol), (R)-3,3-difluorocyclopentanecarboxylic acid (10.21 g, 68.0 mmol) in CH2Cl2 (300 mL) and DMF (75 mL) were added HOBT (12.50 g, 82 mmol), EDC (15.65 g, 82 mmol) and Hunig's base (23.76 mL, 136 mmol). The reaction was stirred for 20 h at rt then concentrated to remove the CH2Cl2. Ethyl acetate was added and the organic layer was washed twice with 1N HCl, twice wi...